From a dataset of the Open Reaction Database (ORD), a public repository of structured organic reaction records. describe an organic reaction: reactants, conditions, products, and yield The reactants are C1(=CC=CC=C1)OC(=O)Cl (phenylchloroformate), SCCC(=O)N1[C@H](C(=O)O)CCC1 (3-mercaptopropanoyl-L-proline), ClC(=O)OCC (ethyl chloroformate), SCCCC(=O)N1[C@H](C(=O)O)CCC1 (4-mercaptobutanoyl-L-proline). Yields the product O(C1=CC=CC=C1)C(=O)SC(CC(=O)N1[C@H](C(=O)O)CCC1)C (1-[3-[[(phenoxy)carbonyl]thio]butanoyl]-L-proline). RXN SMILES: [C:1]1([O:7][C:8](Cl)=[O:9])[CH:6]=[CH:5][CH:4]=[CH:3][CH:2]=1.ClC(OCC)=O.S[CH2:18][CH2:19][CH2:20][C:21]([N:23]1[CH2:30][CH2:29][CH2:28][C@H:24]1[C:25]([OH:27])=[O:26])=[O:22].[SH:31]CCC(N1CCC[C@H]1C(O)=O)=O>>[O:7]([C:8]([S:31][CH:19]([CH3:18])[CH2:20][C:21]([N:23]1[CH2:30][CH2:29][CH2:28][C@H:24]1[C:25]([OH:27])=[O:26])=[O:22])=[O:9])[C:1]1[CH:6]=[CH:5][CH:4]=[CH:3][CH:2]=1. Procedure: By substituting phenylchloroformate for the ethyl chloroformate and 4-mercaptobutanoyl-L-proline for the 3-mercaptopropanoyl-L-proline in the procedure of Example 58, 1-[3-[[(phenoxy)carbonyl]thio]butanoyl]-L-proline is obtained.